This data is from the Open Reaction Database (ORD), a public repository of structured organic reaction records. The task is: describe an organic reaction: reactants, conditions, products, and yield The reactants are CCN(C(C)C)C(C)C, Clc1nc(Cl)c2c(n1)CCS2, Cl, CC(C)C(N)C(N)=O, C1COCCO1, O. Yields the product CC(C)C(Nc1nc(Cl)nc2c1SCC2)C(N)=O. RXN SMILES: [CH:21]([N:22]([CH:23]([CH3:24])[CH3:25])[CH2:26][CH3:27])([CH3:28])[CH3:29].[Cl:1][c:2]1[n:3][c:4]([Cl:11])[c:5]2[c:6]([n:7]1)[CH2:8][CH2:9][S:10]2.[ClH:12].[NH2:13][CH:14]([CH:15]([CH3:16])[CH3:17])[C:18](=[O:19])[NH2:20].[O:31]1[CH2:32][CH2:33][O:34][CH2:35][CH2:36]1.[OH2:30]>>[Cl:1][c:2]1[n:3][c:4]([NH:13][CH:14]([CH:15]([CH3:16])[CH3:17])[C:18](=[O:19])[NH2:20])[c:5]2[c:6]([n:7]1)[CH2:8][CH2:9][S:10]2. Reactants: C(C)(=O)O[C@@H]1[C@]2(C)[C@@H]([C@H]3[C@@H]1C3)[C@@H]3CC=C1C[C@H](CC[C@]1(C)[C@H]3CC2)OC(C2=CC=CC=C2)=O (17β-acetoxy-3β-benzoyloxy-15β,16β-methylene-5-androstene), C(Cl)(Cl)(Cl)Cl (carbon tetrachloride), C(C)(C)(C)O (tert.-butyl alcohol), C(C)(=O)OC(C)=O (acetic anhydride), C(Cl)(Cl)(Cl)Cl (carbon tetrachloride), acetic tert.-butyl chromate. Reagents/catalysts: [O-2].[Cr+6].[O-2].[O-2] (chromium(VI) oxide). Run in C(C)(=O)O (acetic acid), C(Cl)Cl (methylene chloride). Conditions: temperature 80 celsius, time 32 hour. The product is C(C)(=O)O[C@@H]1[C@]2(C)[C@@H]([C@H]3[C@@H]1C3)[C@@H]3C(C=C1C[C@H](CC[C@]1(C)[C@H]3CC2)OC(C2=CC=CC=C2)=O)=O (17β-acetoxy-3β-benzoyloxy-15β,16β-methylene-5-androsten-7-one). Reaction SMILES: [C:1]([O:4][C@H:5]1[C@H:10]2[CH2:11][C@H:9]2[C@H:8]2[C@H:12]3[C@H:22]([CH2:23][CH2:24][C@:6]12[CH3:7])[C@:20]1([CH3:21])[C:15]([CH2:16][C@@H:17]([O:25][C:26](=[O:33])[C:27]2[CH:32]=[CH:31][CH:30]=[CH:29][CH:28]=2)[CH2:18][CH2:19]1)=[CH:14][CH2:13]3)(=[O:3])[CH3:2].C(Cl)(Cl)(Cl)Cl.C([OH:43])(C)(C)C.C(OC(=O)C)(=O)C>C(Cl)Cl.[O-2].[Cr+6].[O-2].[O-2].C(O)(=O)C>[C:1]([O:4][C@H:5]1[C@H:10]2[CH2:11][C@H:9]2[C@H:8]2[C@H:12]3[C@H:22]([CH2:23][CH2:24][C@:6]12[CH3:7])[C@:20]1([CH3:21])[C:15]([CH2:16][C@@H:17]([O:25][C:26](=[O:33])[C:27]2[CH:28]=[CH:29][CH:30]=[CH:31][CH:32]=2)[CH2:18][CH2:19]1)=[CH:14][C:13]3=[O:43])(=[O:3])[CH3:2] |f:5.6.7.8|. Reported procedure: 6.9 g of 17β-acetoxy-3β-benzoyloxy-15β,16β-methylene-5-androstene was combined with 69 ml of carbon tetrachloride with an acetic tert.-butyl chromate solution prepared from 10.35 g of chromium(VI) oxide, 90 ml of carbon tetrachloride, 28.2 ml of tert.-butyl alcohol, 37.2 ml of acetic acid, and 134 ml of acetic anhydride. The reaction solution was then stirred for 32 hours at 80° C., diluted with methylene chloride, and washed with sodium acetate solution, sodium bicarbonate solution, and water. ... The reactants are FC1(CC=CC(=C1)F)OC#CC (2,4-difluoro-2-propynyloxybenzene), FC=1C=C(C=C(C1)F)O (3,5-difluoro-phenol). The product is FC1=CC(=CC(=C1)OCC#C)F (1,3-difluoro-5-prop-2-ynyloxy-benzene). Yield: 67.0%. As a reaction SMILES: F[C:2]1([O:9][C:10]#[C:11][CH3:12])[CH:7]=[C:6]([F:8])[CH:5]=[CH:4][CH2:3]1.[F:13]C1C=C(O)C=C(F)C=1>>[F:8][C:6]1[CH:7]=[C:2]([O:9][CH2:10][C:11]#[CH:12])[CH:3]=[C:4]([F:13])[CH:5]=1. Procedure details: This compound was prepared analogously to 2,4-difluoro-2-propynyloxybenzene but using 3,5-difluoro-phenol (14 g, 107 mmol) to give 1,3-difluoro-5-prop-2-ynyloxy-benzene 12 g (67%). Product: OCc1ccc(F)cc1Br. RXN SMILES: [BH3:17].[Br:1][c:2]1[c:3]([C:4](=[O:5])[OH:6])[cH:7][cH:8][c:9]([F:11])[cH:10]1.[CH2:18]1[O:19][CH2:20][CH2:21][CH2:22]1.[O:12]1[CH2:13][CH2:14][CH2:15][CH2:16]1>>[Br:1][c:2]1[c:3]([CH2:4][OH:5])[cH:7][cH:8][c:9]([F:11])[cH:10]1. Starting materials: B, O=C(O)c1ccc(F)cc1Br, C1CCOC1, C1CCOC1. Reactants: CC(C)O, Clc1nccn2c(C3CCC3)nc(-c3ccc4cccnc4c3)c12, N, N. The product is Nc1nccn2c(C3CCC3)nc(-c3ccc4cccnc4c3)c12. As a reaction SMILES: [CH:27]([OH:28])([CH3:29])[CH3:30].[Cl:2][c:3]1[c:4]2[n:5]([cH:6][cH:7][n:8]1)[c:9]([CH:22]1[CH2:23][CH2:24][CH2:25]1)[n:10][c:11]2-[c:12]1[cH:13][cH:14][c:15]2[cH:16][cH:17][cH:18][n:19][c:20]2[cH:21]1.[NH3:1].[NH3:26]>>[NH2:1][c:3]1[c:4]2[n:5]([cH:6][cH:7][n:8]1)[c:9]([CH:22]1[CH2:23][CH2:24][CH2:25]1)[n:10][c:11]2-[c:12]1[cH:13][cH:14][c:15]2[cH:16][cH:17][cH:18][n:19][c:20]2[cH:21]1.